Dataset: the Open Reaction Database (ORD), a public repository of structured organic reaction records. Task: describe an organic reaction: reactants, conditions, products, and yield The solvent is C(Cl)Cl (DCM), C(=O)(C(F)(F)F)O (TFA). RXN SMILES: C[N:2]1[CH:6]=[CH:5][N:4]=[C:3]1[CH2:7][N:8]([CH2:17][CH2:18][C:19]1[CH:24]=[CH:23][C:22]([S:25](=[O:28])(=[O:27])[NH2:26])=[CH:21][CH:20]=1)[CH2:9][C:10]([O:12]C(C)(C)C)=[O:11]>C(Cl)Cl.C(O)(C(F)(F)F)=O>[C:10]([CH2:9][N:8]([CH2:7][C:3]1[N:2]([CH2:9][C:10]([OH:12])=[O:11])[CH:6]=[CH:5][N:4]=1)[CH2:17][CH2:18][C:19]1[CH:24]=[CH:23][C:22]([S:25](=[O:27])(=[O:28])[NH2:26])=[CH:21][CH:20]=1)([OH:12])=[O:11]. Procedure: To a solution tert-butyl 2-(((1-methyl-1H-imidazol-2-yl)methyl)(4-sulfamoylphenethyl)amino)acetate (40 mg, 0.079 mmol) in DCM (2.0 mL) and TFA (2.0 mL) was stirred at room temperature for 3 hrs. Solvent was removed under reduced pressure to give 2-(2-(((carboxymethyl)(4-sulfamoylphenethyl)amino)methyl)-1H-imidazol-1-yl)acetic acid. A solution of 2-(2-(((carboxymethyl)(4-sulfamoylphenethyl)amino)methyl)-1H-imidazol-1-yl)acetic acid and [NEt4]2[ReBr3(CO)3] (70 mg, 0.09 mmol) in MeOH (2.0 mL) and H... Product: C(=O)(O)CN(CCC1=CC=C(C=C1)S(N)(=O)=O)CC=1N(C=CN1)CC(=O)O (2-(2-(((carboxymethyl)(4-sulfamoylphenethyl)amino)methyl)-1H-imidazol-1-yl)acetic acid). The reactants are CN1C(=NC=C1)CN(CC(=O)OC(C)(C)C)CCC1=CC=C(C=C1)S(N)(=O)=O (tert-butyl 2-(((1-methyl-1H-imidazol-2-yl)methyl)(4-sulfamoylphenethyl)amino)acetate). Conditions: time 4 hour. The product is FC(C1=C(C=CC=C1)C=1NC(C2=CC(=CC=C2C1)NC[C@@H]([C@@H](CO)O)O)=O)(F)F (3-(2-trifluoromethylphenyl)-7-((2S,3R)-2,3,4-trihydroxybutylamino)-2H-isoquinolin-1-one). Solvent: CO (methanol). Starting materials: NC1=CC=C2C=C(NC(C2=C1)=O)C1=C(C=CC=C1)C(F)(F)F (7-amino-3-(2-trifluoromethylphenyl)-2H-isoquinolin-1-one), O=C[C@H](O)[C@H](O)CO (D-(−)-erythrose), C(C)(=O)O (acetic acid), sodium cyanoborohydride THF. Isolated yield 285.6%. Reaction SMILES: [NH2:1][C:2]1[CH:11]=[C:10]2[C:5]([CH:6]=[C:7]([C:13]3[CH:18]=[CH:17][CH:16]=[CH:15][C:14]=3[C:19]([F:22])([F:21])[F:20])[NH:8][C:9]2=[O:12])=[CH:4][CH:3]=1.[O:23]=[CH:24][C@@H:25]([C@@H:27]([CH2:29]O)[OH:28])[OH:26].C(O)(=O)C>CO>[F:21][C:19]([F:22])([F:20])[C:14]1[CH:15]=[CH:16][CH:17]=[CH:18][C:13]=1[C:7]1[NH:8][C:9](=[O:12])[C:10]2[C:5]([CH:6]=1)=[CH:4][CH:3]=[C:2]([NH:1][CH2:29][C@H:27]([OH:28])[C@H:25]([OH:26])[CH2:24][OH:23])[CH:11]=2. Procedure details: The 7-amino-3-(2-trifluoromethylphenyl)-2H-isoquinolin-1-one (2.04 g, 0.986 mmol) obtained in step C of Example 1-1 and D-(−)-erythrose (807 mg, 6.72 mmol) were dissolved in methanol (40 ml). Thereafter, acetic acid (2.31 ml, 40.3 mmol) and a 1 M sodium cyanoborohydride THF solution (20.2 ml, 20.2 mmol) were added at 0° C. to the obtained solution, and the obtained mixture was then stirred at a room temperature for 4 hours. Thereafter, the reaction mixture was concentrated under reduced pressure... Starting materials: solution, B(Br)(Br)Br (boron tribromide), FC1=C(C(=O)OC)C=CC(=C1OC)F (methyl 2,4-difluoro-3-methoxy-benzoate), C(C)(=O)OCC (ethyl acetate), O (water). Solvent: C(Cl)Cl (methylene chloride), C(Cl)Cl (methylene chloride). Product: FC1=C(C(=O)OC)C=CC(=C1O)F (methyl 2,4-difluoro-3-hydroxybenzoate). The yield is 72.5%. Reaction SMILES: [F:1][C:2]1[C:11]([O:12]C)=[C:10]([F:14])[CH:9]=[CH:8][C:3]=1[C:4]([O:6][CH3:7])=[O:5].B(Br)(Br)Br.C(OCC)(=O)C.O>C(Cl)Cl>[F:1][C:2]1[C:11]([OH:12])=[C:10]([F:14])[CH:9]=[CH:8][C:3]=1[C:4]([O:6][CH3:7])=[O:5]. Procedure details: In 20 ml of methylene chloride was dissolved 2.00 g of methyl 2,4-difluoro-3-methoxy-benzoate, and to the solution was added 12.8 ml of a 1 M solution of boron tribromide in methylene chloride at -30° C., after which the resulting mixture was stirred under ice-cooling for 2 hours. The reaction mixture was added to a mixed solvent of 150 ml of ethyl acetate and 150 ml of water and the organic layer was separated. The organic layer obtained was washed with a saturated aqueous sodium chloride solut...